From a dataset of the Open Reaction Database (ORD), a public repository of structured organic reaction records. describe an organic reaction: reactants, conditions, products, and yield Reactants: O=C(O)CNC(=O)OCc1ccccc1, CC(C)COC(=O)Cl, C1CCOC1, CN1CCOCC1, CC(C)N. RXN SMILES: [C:1](=[O:2])([O:3][CH2:4][c:5]1[cH:6][cH:7][cH:8][cH:9][cH:10]1)[NH:11][CH2:12][C:13](=[O:14])[OH:15].[CH2:23]([O:24][C:25]([Cl:26])=[O:27])[CH:28]([CH3:29])[CH3:30].[CH2:35]1[O:36][CH2:37][CH2:38][CH2:39]1.[CH3:16][N:17]1[CH2:18][CH2:19][O:20][CH2:21][CH2:22]1.[CH:31]([CH3:32])([CH3:33])[NH2:34]>>[C:1](=[O:2])([O:3][CH2:4][c:5]1[cH:6][cH:7][cH:8][cH:9][cH:10]1)[NH:11][CH2:12][C:13](=[O:15])[NH:34][CH:31]([CH3:32])[CH3:33]. Product: CC(C)NC(=O)CNC(=O)OCc1ccccc1. The reactants are Cc1cc(C)cc(Nc2nccc(=O)[nH]2)c1, O=P(Cl)(Cl)Cl. Yields the product Cc1cc(C)cc(Nc2nccc(Cl)n2)c1. Reaction SMILES: [CH3:1][c:2]1[cH:3][c:4]([NH:9][c:10]2[n:11][cH:12][cH:13][c:14](=[O:16])[nH:15]2)[cH:5][c:6]([CH3:8])[cH:7]1.[P:17]([Cl:18])([Cl:19])([Cl:20])=[O:21]>>[CH3:1][c:2]1[cH:3][c:4]([NH:9][c:10]2[n:11][cH:12][cH:13][c:14]([Cl:19])[n:15]2)[cH:5][c:6]([CH3:8])[cH:7]1. Reactants: NC1CCCC=2C=CC(=NC12)C1=CC=CC=C1 (8-Amino-2-phenyl-5,6,7,8-tetrahydroquinoline), CN=C=S (methylisothiocyanate). Yields the product CNC(=S)NC1CCCC=2C=CC(=NC12)C1=CC=CC=C1 (8-Methylthiocarbamoylamino-2-phenyl-5,6,7,8-tetrahydroquinoline). Reaction SMILES: [NH2:1][CH:2]1[C:11]2[N:10]=[C:9]([C:12]3[CH:17]=[CH:16][CH:15]=[CH:14][CH:13]=3)[CH:8]=[CH:7][C:6]=2[CH2:5][CH2:4][CH2:3]1.[CH3:18][N:19]=[C:20]=[S:21]>>[CH3:18][NH:19][C:20]([NH:1][CH:2]1[C:11]2[N:10]=[C:9]([C:12]3[CH:17]=[CH:16][CH:15]=[CH:14][CH:13]=3)[CH:8]=[CH:7][C:6]=2[CH2:5][CH2:4][CH2:3]1)=[S:21]. Procedure details: The 8-amino-compound of Example 23 may be treated with methylisothiocyanate to give the title compound following the procedure of Example 4. The reactants are compound, C(CC(C)C)N1C(=NC2=C1C=CC=C2)CCl (1-isoamyl-2-chloromethylbenzimidazole), NC1=CC=NC=C1 (4-aminopyridine), CC(=O)C (acetone). Run in C(C)O (ethanol), C(C)O (ethanol). Product: Cl.C(CC(C)C)N1C(=NC2=C1C=CC=C2)CNC2=CC=NC=C2 (1-isoamyl-2-(4-pyridylaminomethyl)benzimidazole hydrochloride). RXN SMILES: [CH2:1]([N:6]1[C:10]2[CH:11]=[CH:12][CH:13]=[CH:14][C:9]=2[N:8]=[C:7]1[CH2:15][Cl:16])[CH2:2][CH:3]([CH3:5])[CH3:4].[NH2:17][C:18]1[CH:23]=[CH:22][N:21]=[CH:20][CH:19]=1.CC(C)=O>C(O)C>[ClH:16].[CH2:1]([N:6]1[C:10]2[CH:11]=[CH:12][CH:13]=[CH:14][C:9]=2[N:8]=[C:7]1[CH2:15][NH:17][C:18]1[CH:23]=[CH:22][N:21]=[CH:20][CH:19]=1)[CH2:2][CH:3]([CH3:5])[CH3:4] |f:4.5|. Procedure: 1-isoamyl-2-chloromethylbenzimidazole (2.9 g, 12.2 mmol) prepared in the preceding step (b), 4-aminopyridine (3.9 g, 22.5 mmol) and ethanol (24 ml) were refluxed. After concentration of the reaction mixture in vacuo, the product was crystallized from acetone (2.9 g, 9.0 mmol) and recrystallized from ethanol, than the objective compound (1.5 g, 4.5 mmol) was obtained.